This data is from the Open Reaction Database (ORD), a public repository of structured organic reaction records. The task is: describe an organic reaction: reactants, conditions, products, and yield Starting materials: CCOC1(c2ccc(C#Cc3ccc(C(C)C(=O)[O-])cc3)cc2C(C)C)CC1, CC#N, CCO, [Na+], C1CCOC1, [OH-], O. Yields the product CCOC1(c2ccc(C#Cc3ccc(CC(=O)O)cc3)cc2C(C)C)CC1. As a reaction SMILES: [CH3:1][CH:2]([C:3](=[O:4])[O-:5])[c:6]1[cH:7][cH:8][c:9]([C:12]#[C:13][c:14]2[cH:15][c:16]([CH:26]([CH3:27])[CH3:28])[c:17]([C:20]3([O:23][CH2:24][CH3:25])[CH2:21][CH2:22]3)[cH:18][cH:19]2)[cH:10][cH:11]1.[CH3:32][C:33]#[N:34].[CH3:35][CH2:36][OH:37].[Na+:30].[O:38]1[CH2:39][CH2:40][CH2:41][CH2:42]1.[OH-:29].[OH2:31]>>[CH2:2]([C:3](=[O:4])[OH:5])[c:6]1[cH:7][cH:8][c:9]([C:12]#[C:13][c:14]2[cH:15][c:16]([CH:26]([CH3:27])[CH3:28])[c:17]([C:20]3([O:23][CH2:24][CH3:25])[CH2:21][CH2:22]3)[cH:18][cH:19]2)[cH:10][cH:11]1. Starting materials: CCOC(C)=O, CNC(=O)c1ccc([N+](=O)[O-])cc1F, CC(=O)O, [Fe]. Product: CNC(=O)c1ccc(N)cc1F. As a reaction SMILES: [CH3:15][CH2:16][O:17][C:18](=[O:19])[CH3:20].[CH3:1][NH:2][C:3]([c:4]1[c:5]([F:13])[cH:6][c:7]([N+:10]([O-:11])=[O:12])[cH:8][cH:9]1)=[O:14].[CH3:21][C:22](=[O:23])[OH:24].[Fe:25]>>[CH3:1][NH:2][C:3]([c:4]1[c:5]([F:13])[cH:6][c:7]([NH2:10])[cH:8][cH:9]1)=[O:14]. Reactants: NC1=CC=C(C=C1)C=1C(CC(NN1)=O)C ((-)-6-(4-Aminophenyl)-5-methyl-4,5-dihydro-3(2H)-pyridazinone), CSC(=NC#N)SC (dimethyl cyanodithioiminocarbonate), N1=CC=CC=C1 (pyridine). The product is C(#N)N(C(SC)=N)C1=CC=C(C=C1)C=1C(CC(NN1)=O)C (6-(4-(N-cyano-S-methylisothioureido)phenyl)-5-methyl-4,5-dihydro-3(2H)-pyridazinone). As a reaction SMILES: [NH2:1][C:2]1[CH:7]=[CH:6][C:5]([C:8]2[CH:9]([CH3:15])[CH2:10][C:11](=[O:14])[NH:12][N:13]=2)=[CH:4][CH:3]=1.[CH3:16][S:17][C:18](SC)=[N:19]C#N.[N:24]1C=CC=C[CH:25]=1>>[C:25]([N:1]([C:2]1[CH:7]=[CH:6][C:5]([C:8]2[CH:9]([CH3:15])[CH2:10][C:11](=[O:14])[NH:12][N:13]=2)=[CH:4][CH:3]=1)[C:18](=[NH:19])[S:17][CH3:16])#[N:24]. Reported procedure: (-)-6-(4-Aminophenyl)-5-methyl-4,5-dihydro-3(2H)-pyridazinone (0.240 g) was stirred with dimethyl cyanodithioiminocarbonate (0.38 g) in dry pyridine (4 ml) under reflux for 6 hours. The reaction mixture was then evaporated down to an oily solid under vacuum at 50° C. Diethyl ether (approx. 20 ml) was added to the reaction mixture and stirred until a solid was obtained. The solid was then filtered and thoroughly washed with diethyl ether (approx. 20 ml) to give the corresponding 6-(4-(N-cyano-S-m...